Dataset: the Open Reaction Database (ORD), a public repository of structured organic reaction records. Task: describe an organic reaction: reactants, conditions, products, and yield Starting materials: BrCc1ccccc1, CC(C)(C)OC(=O)c1cc(O)c2c(c1)OC(CO)C2, O=C([O-])[O-], [Cs+], [Cs+], CN(C)C=O. The product is CC(C)(C)OC(=O)c1cc(OCc2ccccc2)c2c(c1)OC(CO)C2. RXN SMILES: [Br:1][CH2:2][c:3]1[cH:4][cH:5][cH:6][cH:7][cH:8]1.[C:15]([CH3:16])([CH3:17])([CH3:18])[O:19][C:20](=[O:21])[c:22]1[cH:23][c:24]2[c:25]([c:31]([OH:33])[cH:32]1)[CH2:26][CH:27]([CH2:29][OH:30])[O:28]2.[C:9](=[O:10])([O-:11])[O-:12].[Cs+:13].[Cs+:14].[O:34]=[CH:35][N:36]([CH3:37])[CH3:38]>>[CH2:2]([c:3]1[cH:4][cH:5][cH:6][cH:7][cH:8]1)[O:33][c:31]1[c:25]2[c:24]([cH:23][c:22]([C:20]([O:19][C:15]([CH3:16])([CH3:17])[CH3:18])=[O:21])[cH:32]1)[O:28][CH:27]([CH2:29][OH:30])[CH2:26]2. Reactants: ClN1C(CCC1=O)=O (N-chlorosuccinimide), C(C)OC=1C=C2C(=NC1)C=CN2C2=CC=CC=C2 (6-Ethoxy-1-phenyl-1H-pyrrolo[3,2-b]pyridine), P(O)(O)(O)=O (phosphoric acid). Solvent: O (water), C(Cl)Cl (DCM). Conditions: time 3 day. Product: C(C)OC=1C=C2C(=NC1)CC(N2C2=CC=CC=C2)=O (6-Ethoxy-1-phenyl-1,3-dihydro-pyrrolo[3,2-b]pyridin-2-one). Yield: 29.7%. As a reaction SMILES: [CH2:1]([O:3][C:4]1[CH:5]=[C:6]2[N:12]([C:13]3[CH:18]=[CH:17][CH:16]=[CH:15][CH:14]=3)[CH:11]=[CH:10][C:7]2=[N:8][CH:9]=1)[CH3:2].ClN1C(=[O:25])CCC1=O.P(=O)(O)(O)O>C(Cl)Cl.O>[CH2:1]([O:3][C:4]1[CH:5]=[C:6]2[N:12]([C:13]3[CH:18]=[CH:17][CH:16]=[CH:15][CH:14]=3)[C:11](=[O:25])[CH2:10][C:7]2=[N:8][CH:9]=1)[CH3:2]. Procedure: The compound of step 3 (2.05 g, 8.60 mmol) was dissolved in DCM (30 ml) and N-chlorosuccinimide (1.26 g, 9.46 mmol) was added. The reaction mixture was stirred at room temperature for 3 days. The solvent was removed, and the obtained solid was dissolved in acetic acid (10 ml) and heated to 70° C. After addition of phosphoric acid (7.31 ml, 107 mmol, 85%), the reaction mixture was heated to 120° C. for 3 days. After cooling, the mixture was diluted with water and extracted with EA. The extracts w... The reactants are C(C)NC (ethylmethylamine), CS(=O)(=O)OCCCN(C)C(=O)OC(CCCCCCCC\C=C/C\C=C/CCCCC)CCCCCCCC\C=C/C\C=C/CCCCC (3-((((6Z,9Z,28Z,31Z)-heptatriaconta-6,9,28,31-tetraen-19-yloxy)carbonyl)(methyl)amino)propyl methanesulfonate). Solvent: CCO (EtOH), C(Cl)Cl (CH2Cl2). Conditions: time 50 hour. Yields the product C(C)N(CCCN(C(OC(CCCCCCCC\C=C/C\C=C/CCCCC)CCCCCCCC\C=C/C\C=C/CCCCC)=O)C)C ((6Z,9Z,28Z,31Z)-heptatriaconta-6,9,28,31-tetraen-19-yl (3-(ethyl(methyl)amino)propyl)(methyl)carbamate). The yield is 64.0%. Reaction SMILES: [CH2:1]([NH:3][CH3:4])[CH3:2].CS(O[CH2:10][CH2:11][CH2:12][N:13]([C:15]([O:17][CH:18]([CH2:37][CH2:38][CH2:39][CH2:40][CH2:41][CH2:42][CH2:43][CH2:44]/[CH:45]=[CH:46]\[CH2:47]/[CH:48]=[CH:49]\[CH2:50][CH2:51][CH2:52][CH2:53][CH3:54])[CH2:19][CH2:20][CH2:21][CH2:22][CH2:23][CH2:24][CH2:25][CH2:26]/[CH:27]=[CH:28]\[CH2:29]/[CH:30]=[CH:31]\[CH2:32][CH2:33][CH2:34][CH2:35][CH3:36])=[O:16])[CH3:14])(=O)=O>CCO.C(Cl)Cl>[CH2:1]([N:3]([CH3:4])[CH2:10][CH2:11][CH2:12][N:13]([CH3:14])[C:15](=[O:16])[O:17][CH:18]([CH2:37][CH2:38][CH2:39][CH2:40][CH2:41][CH2:42][CH2:43][CH2:44]/[CH:45]=[CH:46]\[CH2:47]/[CH:48]=[CH:49]\[CH2:50][CH2:51][CH2:52][CH2:53][CH3:54])[CH2:19][CH2:20][CH2:21][CH2:22][CH2:23][CH2:24][CH2:25][CH2:26]/[CH:27]=[CH:28]\[CH2:29]/[CH:30]=[CH:31]\[CH2:32][CH2:33][CH2:34][CH2:35][CH3:36])[CH3:2]. Procedure details: A solution of ethylmethylamine (2 mL) in EtOH (10 mL) was treated with 3-((((6Z,9Z,28Z,31Z)-heptatriaconta-6,9,28,31-tetraen-19-yloxy)carbonyl)(methyl)amino)propyl methanesulfonate (500 mg, 0.7 mmol) in CH2Cl2 (2.5 mL). The solution was stirred (50 h), concentrated and subjected to chromatography (EtOAc) to yield (6Z,9Z,28Z,31Z)-heptatriaconta-6,9,28,31-tetraen-19-yl (3-(ethyl(methyl)amino)propyl)(methyl)carbamate (305 mg, 64%) as a pale yellow oil. Rf 0.41 (10% CH3OH—CH2Cl2), 1H NMR (400 MHz, C... The reactants are C(C)OC(C(CC1=C(C=C(C=C1)O)C)OCC)=O ([rac]-2-ethoxy-3-(4-hydroxy-2-methyl-phenyl)-propionic acid ethyl ester), COC1=CC=C(C=C1)C=1SC=C(N1)CCO (2-[2-(4-methoxy-phenyl)-thiazol-4-yl]-ethanol), COC1=CC=C(C(=S)N)C=C1 (4-methoxy-thiobenzamide), ClCC(=O)CCl (1,3-dichloroacetone). Product: ClCC=1N=C(SC1)C1=CC=C(C=C1)OC (4-chloromethyl-2-(4-methoxy-phenyl)-thiazole). Reaction SMILES: C(OC(=O)C(OCC)CC1C=CC(O)=CC=1C)C.[CH3:19][O:20][C:21]1[CH:26]=[CH:25][C:24]([C:27]2[S:28][CH:29]=[C:30]([CH2:32]CO)[N:31]=2)=[CH:23][CH:22]=1.COC1C=CC(C(N)=S)=CC=1.[Cl:46]CC(CCl)=O>>[Cl:46][CH2:32][C:30]1[N:31]=[C:27]([C:24]2[CH:25]=[CH:26][C:21]([O:20][CH3:19])=[CH:22][CH:23]=2)[S:28][CH:29]=1. Reported procedure: In analogy to the procedure described in example 10 c], [rac]-2-ethoxy-3-(4-hydroxy-2-methyl-phenyl)-propionic acid ethyl ester (example 10 b]) was reacted with 2-[2-(4-methoxy-phenyl)-thiazol-4-yl]-ethanol (prepared from 4-methoxy-thiobenzamide and 1,3-dichloroacetone in analogy to the procedure described in example 4 a] to yield 4-chloromethyl-2-(4-methoxy-phenyl)-thiazole, followed by side chain elongation in analogy to the sequence described in example 13 a] to 13 d]) in the presence of trip... The reactants are C(C)(C)(C)O (tert-butyl alcohol), C(#N)C=1C=C(C(=O)O)C=CC1CC(C)C (3-cyano-4-isobutylbenzoic acid), C1(=CC=CC=C1)P(=O)(C1=CC=CC=C1)N=[N+]=[N-] (diphenylphosphoryl azide). The solvent is C(C)N(CC)CC (triethylamine). Run at time 1 hour. Product: NC=1C=CC(=C(C#N)C1)CC(C)C (5-Amino-2-isobutylbenzonitrile). Isolated yield 82.3%. RXN SMILES: C(O)(C)(C)C.[C:6]([C:8]1[CH:9]=[C:10]([CH:14]=[CH:15][C:16]=1[CH2:17][CH:18]([CH3:20])[CH3:19])C(O)=O)#[N:7].C1(P([N:35]=[N+]=[N-])(C2C=CC=CC=2)=O)C=CC=CC=1>C(N(CC)CC)C>[NH2:35][C:10]1[CH:14]=[CH:15][C:16]([CH2:17][CH:18]([CH3:20])[CH3:19])=[C:8]([CH:9]=1)[C:6]#[N:7]. Procedure: To tert-butyl alcohol containing 3-cyano-4-isobutylbenzoic acid (8.5 g) and triethylamine (4.2 g) was added diphenylphosphoryl azide (11.5 g) at room temperature and the mixture was stirred at a refluxing temperature for 1 h. The solvent was evaporated under reduced pressure. To the residue was added aqueous potassium carbonate solution and the mixture was extracted with ethyl acetate. The organic layer was washed with saturated brine and dried over anhydrous sodium sulfate, after which the solv...